Dataset: the Open Reaction Database (ORD), a public repository of structured organic reaction records. Task: describe an organic reaction: reactants, conditions, products, and yield Starting materials: CO, CCOCC, C=C(C=O)C1NC(=O)C1C(C)OC(=O)OCc1ccccc1, C=[N+]=[N-]. Product: C=C(C(=O)O)C1NC(=O)C1C(C)OC(=O)OCc1ccccc1. Reaction SMILES: [CH3:26][OH:27].[CH3:28][CH2:29][O:30][CH2:31][CH3:32].[CH:1](=[O:2])[C:3](=[CH2:4])[CH:5]1[CH:6]([CH:10]([CH3:11])[O:12][C:13](=[O:14])[O:15][CH2:16][c:17]2[cH:18][cH:19][cH:20][cH:21][cH:22]2)[C:7](=[O:9])[NH:8]1.[N+:23](=[CH2:24])=[N-:25]>>[C:1](=[O:2])([C:3](=[CH2:4])[CH:5]1[CH:6]([CH:10]([CH3:11])[O:12][C:13](=[O:14])[O:15][CH2:16][c:17]2[cH:18][cH:19][cH:20][cH:21][cH:22]2)[C:7](=[O:9])[NH:8]1)[OH:27]. Starting materials: C1CCOC1, COc1cccc(OC)c1C1CCN(C(=O)c2cn(CC(=O)O)c3cc(Cl)ccc23)CC1, N. Product: COc1cccc(OC)c1C1CCN(C(=O)c2cn(CC(N)=O)c3cc(Cl)ccc23)CC1. RXN SMILES: [CH2:34]1[O:35][CH2:36][CH2:37][CH2:38]1.[Cl:1][c:2]1[cH:3][cH:4][c:5]2[c:6]([C:15](=[O:16])[N:17]3[CH2:18][CH2:19][CH:20]([c:23]4[c:24]([O:31][CH3:32])[cH:25][cH:26][cH:27][c:28]4[O:29][CH3:30])[CH2:21][CH2:22]3)[cH:7][n:8]([CH2:11][C:12](=[O:13])[OH:14])[c:9]2[cH:10]1.[NH3:33]>>[Cl:1][c:2]1[cH:3][cH:4][c:5]2[c:6]([C:15](=[O:16])[N:17]3[CH2:18][CH2:19][CH:20]([c:23]4[c:24]([O:31][CH3:32])[cH:25][cH:26][cH:27][c:28]4[O:29][CH3:30])[CH2:21][CH2:22]3)[cH:7][n:8]([CH2:11][C:12](=[O:14])[NH2:33])[c:9]2[cH:10]1.